From a dataset of the Open Reaction Database (ORD), a public repository of structured organic reaction records. describe an organic reaction: reactants, conditions, products, and yield Starting materials: COC1=CC=C(CNC(=O)C2(C3=CC=CC=C3C=3C=CC=CC23)CCCCBr)C=C1 (9-(4-bromo-butyl)-9H-fluorene-9-carboxylic acid-4-methoxy-benzylamide), N1(CCNCC1)C1=NC2=CC=CC=C2C=N1 (2-piperazin-1-yl-quinazoline). Product: COC1=CC=C(CNC(=O)C2(C3=CC=CC=C3C=3C=CC=CC23)CCCCN2CCN(CC2)C2=NC3=CC=CC=C3C=N2)C=C1 (9-[4-(4-quinazolin-2-yl-piperazin-1-yl)-butyl]-9H-fluorene-9-carboxylic acid-4-methoxy-benzylamide). Reaction SMILES: [CH3:1][O:2][C:3]1[CH:30]=[CH:29][C:6]([CH2:7][NH:8][C:9]([C:11]2([CH2:24][CH2:25][CH2:26][CH2:27]Br)[C:23]3[CH:22]=[CH:21][CH:20]=[CH:19][C:18]=3[C:17]3[C:12]2=[CH:13][CH:14]=[CH:15][CH:16]=3)=[O:10])=[CH:5][CH:4]=1.[N:31]1([C:37]2[N:46]=[CH:45][C:44]3[C:39](=[CH:40][CH:41]=[CH:42][CH:43]=3)[N:38]=2)[CH2:36][CH2:35][NH:34][CH2:33][CH2:32]1>>[CH3:1][O:2][C:3]1[CH:30]=[CH:29][C:6]([CH2:7][NH:8][C:9]([C:11]2([CH2:24][CH2:25][CH2:26][CH2:27][N:34]3[CH2:35][CH2:36][N:31]([C:37]4[N:46]=[CH:45][C:44]5[C:39](=[CH:40][CH:41]=[CH:42][CH:43]=5)[N:38]=4)[CH2:32][CH2:33]3)[C:23]3[CH:22]=[CH:21][CH:20]=[CH:19][C:18]=3[C:17]3[C:12]2=[CH:13][CH:14]=[CH:15][CH:16]=3)=[O:10])=[CH:5][CH:4]=1. Procedure details: Prepared analogously to Example 1 from 9-(4-bromo-butyl)-9H-fluorene-9-carboxylic acid-4-methoxy-benzylamide and 2-piperazin-1-yl-quinazoline. Reactants: CC=1N=C2N(C=CC=C2C2=CC=C(C=C2)O)C1 (4-(2-methylimidazo[1,2-a]pyridin-8-yl)phenol), [H-].[Na+] (sodium hydride), O (water), ClC1=NC2=C(N1COCC[Si](C)(C)C)C=CC=C2 (2-chloro-1-{[2-(trimethylsilyl)ethoxy]methyl}-1H-benzimidazole). Solvent: CN(C)C=O (DMF). Run at time 5 minute. Product: CC=1N=C2N(C=CC=C2C2=CC=C(OC3=NC4=C(N3COCC[Si](C)(C)C)C=CC=C4)C=C2)C1 (2-[4-(2-Methylimidazo[1,2-a]pyridin-8-yl)phenoxy]-1-{[2-(trimethylsilyl)ethoxy]methyl)-1H-benzimidazole). Isolated yield 68.5%. As a reaction SMILES: [CH3:1][C:2]1[N:3]=[C:4]2[C:9]([C:10]3[CH:15]=[CH:14][C:13]([OH:16])=[CH:12][CH:11]=3)=[CH:8][CH:7]=[CH:6][N:5]2[CH:17]=1.[H-].[Na+].Cl[C:21]1[N:25]([CH2:26][O:27][CH2:28][CH2:29][Si:30]([CH3:33])([CH3:32])[CH3:31])[C:24]2[CH:34]=[CH:35][CH:36]=[CH:37][C:23]=2[N:22]=1.O>CN(C=O)C>[CH3:1][C:2]1[N:3]=[C:4]2[C:9]([C:10]3[CH:15]=[CH:14][C:13]([O:16][C:21]4[N:25]([CH2:26][O:27][CH2:28][CH2:29][Si:30]([CH3:32])([CH3:33])[CH3:31])[C:24]5[CH:34]=[CH:35][CH:36]=[CH:37][C:23]=5[N:22]=4)=[CH:12][CH:11]=3)=[CH:8][CH:7]=[CH:6][N:5]2[CH:17]=1 |f:1.2|. Procedure: To a solution of 4-(2-methylimidazo[1,2-a]pyridin-8-yl)phenol (0.40 g) in DMF (5 ml) was added sodium hydride (60% in oil, 0.086 g), and the mixture was stirred at room temperature for 5 min. To the reaction mixture was added 2-chloro-1-{[2-(trimethylsilyl)ethoxy]methyl}-1H-benzimidazole (0.50 g), and the mixture was stirred under microwave irradiation at 150° C. for 1 hr. The reaction mixture was poured into water, and the mixture was extracted with ethyl acetate. The extract was washed with sa... Reactants: [H-].[Na+] (NaH), ClCC=1N=C(SC1)C1=CC=CC=C1 (4-Chloromethyl-2-phenyl-thiazole), N#N (N2), BrC=1C=C(C=CC1)S (3-bromo-benzenethiol). Solvent: C1CCOC1 (THF). Conditions: time 8 hour. Yields the product BrC=1C=C(C=CC1)SCC=1N=C(SC1)C1=CC=CC=C1 (4-(3-Bromo-phenylsulfanylmethyl)-2-phenyl-thiazole). As a reaction SMILES: [H-].[Na+].N#N.[Br:5][C:6]1[CH:7]=[C:8]([SH:12])[CH:9]=[CH:10][CH:11]=1.Cl[CH2:14][C:15]1[N:16]=[C:17]([C:20]2[CH:25]=[CH:24][CH:23]=[CH:22][CH:21]=2)[S:18][CH:19]=1>C1COCC1>[Br:5][C:6]1[CH:7]=[C:8]([S:12][CH2:14][C:15]2[N:16]=[C:17]([C:20]3[CH:21]=[CH:22][CH:23]=[CH:24][CH:25]=3)[S:18][CH:19]=2)[CH:9]=[CH:10][CH:11]=1 |f:0.1|. Procedure: NaH (53 mg, 2.2 mmol) was suspended in dry THF (1.5 ml) under a stream of N2 and 3-bromo-benzenethiol (378 mg, 2 mmol) was added dropwise to the suspension over 5 min. 4-Chloromethyl-2-phenyl-thiazole (419 mg, 2 mmol) was added and the solution left stirring overnight. The reaction mixture was quenched with a saturated K2CO3 solution (8 ml) and extracted with EtOAc (3×4 ml). The combined organic layers were washed with saturated K2CO3 solution (4 ml), dried (MgSO4), filtered and the solvent remo... Reactants: O=S1CCN(c2nc(Cl)nc3c(SCc4ccccc4)ncnc23)CC1, CNCc1cccnc1. Product: CN(Cc1cccnc1)c1nc(N2CCS(=O)CC2)c2ncnc(SCc3ccccc3)c2n1. RXN SMILES: [CH2:1]([c:2]1[cH:3][cH:4][cH:5][cH:6][cH:7]1)[S:8][c:9]1[n:10][cH:11][n:12][c:13]2[c:14]1[n:15][c:16]([Cl:26])[n:17][c:18]2[N:19]1[CH2:20][CH2:21][S:22](=[O:25])[CH2:23][CH2:24]1.[CH3:27][NH:28][CH2:29][c:30]1[cH:31][n:32][cH:33][cH:34][cH:35]1>>[CH2:1]([c:2]1[cH:3][cH:4][cH:5][cH:6][cH:7]1)[S:8][c:9]1[n:10][cH:11][n:12][c:13]2[c:14]1[n:15][c:16]([N:28]([CH3:27])[CH2:29][c:30]1[cH:31][n:32][cH:33][cH:34][cH:35]1)[n:17][c:18]2[N:19]1[CH2:20][CH2:21][S:22](=[O:25])[CH2:23][CH2:24]1. Reactants: CCCS(=O)(=O)n1ccc2ccc(C=O)cc21, CO, c1cc2cc(OC3CCCC3)cnc2[nH]1, [K+], [OH-], O. Yields the product CCCS(=O)(=O)n1ccc2ccc(C(O)c3c[nH]c4ncc(OC5CCCC5)cc34)cc21. Reaction SMILES: [CH2:16]([CH2:17][CH3:18])[S:19](=[O:20])(=[O:21])[n:22]1[cH:23][cH:24][c:25]2[cH:26][cH:27][c:28]([CH:31]=[O:32])[cH:29][c:30]12.[CH3:35][OH:36].[CH:1]1([O:6][c:7]2[cH:8][c:9]3[c:10]([n:11][cH:12]2)[nH:13][cH:14][cH:15]3)[CH2:2][CH2:3][CH2:4][CH2:5]1.[K+:34].[OH-:33].[OH2:37]>>[CH:1]1([O:6][c:7]2[cH:8][c:9]3[c:10]([n:11][cH:12]2)[nH:13][cH:14][c:15]3[CH:31]([c:28]2[cH:27][cH:26][c:25]3[cH:24][cH:23][n:22]([S:19]([CH2:16][CH2:17][CH3:18])(=[O:20])=[O:21])[c:30]3[cH:29]2)[OH:32])[CH2:2][CH2:3][CH2:4][CH2:5]1. The reactants are BrCCc1cccc(Br)c1, CC(C)(C)O[K], COC(=O)c1ccc(CC#N)cc1, CN(C)C=O, C1CCOC1, O. The product is COC(=O)c1ccc(C(C#N)CCc2cccc(Br)c2)cc1. RXN SMILES: [Br:25][c:26]1[cH:27][c:28]([CH2:32][CH2:33][Br:34])[cH:29][cH:30][cH:31]1.[C:19]([O:20][K:21])([CH3:22])([CH3:23])[CH3:24].[C:1](#[N:2])[CH2:3][c:4]1[cH:5][cH:6][c:7]([C:8](=[O:9])[O:10][CH3:11])[cH:12][cH:13]1.[CH3:36][N:37]([CH3:38])[CH:39]=[O:40].[O:14]1[CH2:15][CH2:16][CH2:17][CH2:18]1.[OH2:35]>>[C:1](#[N:2])[CH:3]([c:4]1[cH:5][cH:6][c:7]([C:8](=[O:9])[O:10][CH3:11])[cH:12][cH:13]1)[CH2:33][CH2:32][c:28]1[cH:27][c:26]([Br:25])[cH:31][cH:30][cH:29]1. The reactants are CC=1NC2=CC=C(C=C2C1)N (2-methyl-1H-indol-5-ylamine), N1(CCCCC1)CCNC(=O)C1=CC2=NC=CC(=C2S1)Cl (7-chloro-thieno[3,2-b]pyridine-2-carboxylic acid (2-piperidin-1-yl-ethyl)-amide). Product: N1(CCCCC1)CCNC(=O)C1=CC2=NC=CC(=C2S1)NC=1C=C2C=C(NC2=CC1)C (7-(2-Methyl-1H-indol-5-ylamino)-thieno[3,2-b]pyridine-2-carboxylic acid (2-piperidin-1-yl-ethyl)-amide). RXN SMILES: [CH3:1][C:2]1[NH:3][C:4]2[C:9]([CH:10]=1)=[CH:8][C:7]([NH2:11])=[CH:6][CH:5]=2.[N:12]1([CH2:18][CH2:19][NH:20][C:21]([C:23]2[S:31][C:30]3[C:25](=[N:26][CH:27]=[CH:28][C:29]=3Cl)[CH:24]=2)=[O:22])[CH2:17][CH2:16][CH2:15][CH2:14][CH2:13]1>>[N:12]1([CH2:18][CH2:19][NH:20][C:21]([C:23]2[S:31][C:30]3[C:25](=[N:26][CH:27]=[CH:28][C:29]=3[NH:11][C:7]3[CH:8]=[C:9]4[C:4](=[CH:5][CH:6]=3)[NH:3][C:2]([CH3:1])=[CH:10]4)[CH:24]=2)=[O:22])[CH2:17][CH2:16][CH2:15][CH2:14][CH2:13]1. Reported procedure: The title compound was prepared from 2-methyl-1H-indol-5-ylamine and 7-chloro-thieno[3,2-b]pyridine-2-carboxylic acid (2-piperidin-1-yl-ethyl)-amide by a procedure analogous to Example 1C. MS: 434 (MH+); HPLC Rf: 3.82 min.; HPLC purity 99%.